From a dataset of the Open Reaction Database (ORD), a public repository of structured organic reaction records. describe an organic reaction: reactants, conditions, products, and yield Starting materials: C(CC(=O)C)(=O)OCC (ethyl acetoacetate), N (ammonia), C(C)OC(=O)C1=C(NC(=C(C1C=1C(=[N+](C=CC1)[O-])Cl)C(=O)OCC)C)C (2,6-dimethyl-4-(2-chloro-1-oxido-3-pyridyl)-1,4-dihydropyridine-3,5-dicarboxylic acid diethyl ester). Solvent: C(C)O (ethanol). Procedure details: Analogously to the process described in Example 1 there is obtained from 8.4 g of 2-chloropyridine-3-carboxaldehyde-1-oxide, 12.75 ml of ethyl acetoacetate and 5 ml of 30% aqueous ammonia in 35 ml of absolute ethanol, 2,6-dimethyl-4-(2-chloro-1-oxido-3-pyridyl)-1,4-dihydropyridine-3,5-dicarboxylic acid diethyl ester which, after recrystallisation from 500 ml of isopropanol, melts at 255°-256°. Reaction SMILES: [C:1]([O:7]CC)(=O)[CH2:2][C:3]([CH3:5])=O.N.C(OC(C1C(C2[C:23]([Cl:29])=[N+:24]([O-:28])[CH:25]=CC=2)C(C(OCC)=O)=C(C)NC=1C)=O)C>C(O)C>[Cl:29][C:23]1[C:2]([CH:1]=[O:7])=[CH:3][CH:5]=[CH:25][N+:24]=1[O-:28]. Product: ClC1=[N+](C=CC=C1C=O)[O-] (2-chloropyridine-3-carboxaldehyde-1-oxide). Reactants: COB(OC)OC (Trimethylborate), C(=O)(OC(C)(C)C)NC1=CC=CC=C1 (N-BOC aniline), C(C)(C)(C)[Li] (tert-butyl lithium), E5, Cl (HCl). The solvent is C1CCOC1 (THF). Conditions: temperature -20 celsius, time 2 hour. Product: C(C)(C)(C)OC(=O)NC1=C(C=CC=C1)B(O)O (2-(Tert-butoxycarbonylamino)phenylboronic acid). Yield: 53.0%. Reaction SMILES: [C:1]([NH:8][C:9]1[CH:14]=[CH:13][CH:12]=[CH:11][CH:10]=1)([O:3][C:4]([CH3:7])([CH3:6])[CH3:5])=[O:2].C([Li])(C)(C)C.C[O:21][B:22](OC)[O:23]C.Cl>C1COCC1>[C:4]([O:3][C:1]([NH:8][C:9]1[CH:10]=[CH:11][CH:12]=[CH:13][C:14]=1[B:22]([OH:23])[OH:21])=[O:2])([CH3:7])([CH3:6])[CH3:5]. Reported procedure: To a cooled (-78° C.) solution of N-BOC aniline (5 g1 25.87 mmol) in THF (111.1 mL) was added tert-butyl lithium (38.9 mL, 66.7 mmol) and the mixture was stirred under an argon atmosphere for E5 min. It was then allowed to warm up to -20° C. and stirred at that temperature for 2 h. Trimethylborate was added (11.94 mL, 105.6 mmol) and the mixture was stirred until it warmed up to room temperature. Then, it was cooled to 0° C. and aqueous 10% HCl was added to pH=6.5. The layers were separated and ... Reactants: CC(C)C[AlH]CC(C)C (DIBALH), BrC=1C(=CC(=C(C1)C(C#N)(C)C)Cl)OC (2-(5-bromo-2-chloro-4-methoxy-phenyl)-2-methyl-propionitrile), C1CCOC1 (THF), Cl (hydrochloric acid). Conditions: temperature 0 celsius, time 30 minute. Yields the product BrC=1C(=CC(=C(C1)C(C=O)(C)C)Cl)OC (2-(5-Bromo-2-chloro-4-methoxy-phenyl)-2-methyl-propionaldehyde). RXN SMILES: [Br:1][C:2]1[C:3]([O:14][CH3:15])=[CH:4][C:5]([Cl:13])=[C:6]([C:8]([CH3:12])([CH3:11])[C:9]#N)[CH:7]=1.CC(C[AlH]CC(C)C)C.Cl.C1C[O:29]CC1>>[Br:1][C:2]1[C:3]([O:14][CH3:15])=[CH:4][C:5]([Cl:13])=[C:6]([C:8]([CH3:12])([CH3:11])[CH:9]=[O:29])[CH:7]=1. Procedure: A solution of 2-(5-bromo-2-chloro-4-methoxy-phenyl)-2-methyl-propionitrile (13 g, 0.045 mol) in dry THF (80 mL) was cooled to −10° C. under argon. DIBALH (1M in THF, 100 mL, 0.10 mol) was added keeping the temperature below 0° C. The mixture was stirred for 30 min/0° C. and then 2 h/25° C. The clear solution was carefully poured into icecold hydrochloric acid (2M, 100 mL). The THF was removed under reduced pressure. The aqueous phase was cooled and the crude product was filtered off and recrysta... Reactants: CC1C(Nc2cn[nH]c(=O)c2Br)CC2CC1C2(C)C, BrC1CCCC1, O=C([O-])[O-], CN(C)C=O, [K+], [K+]. The product is CC1C(Nc2cnn(C3CCCC3)c(=O)c2Br)CC2CC1C2(C)C. RXN SMILES: [Br:1][c:2]1[c:3](=[O:19])[nH:4][n:5][cH:6][c:7]1[NH:8][CH:9]1[CH:10]([CH3:18])[CH:11]2[C:12]([CH3:16])([CH3:17])[CH:13]([CH2:14]1)[CH2:15]2.[Br:20][CH:21]1[CH2:22][CH2:23][CH2:24][CH2:25]1.[C:26](=[O:27])([O-:28])[O-:29].[CH3:32][N:33]([CH3:34])[CH:35]=[O:36].[K+:30].[K+:31]>>[Br:1][c:2]1[c:3](=[O:19])[n:4]([CH:21]2[CH2:22][CH2:23][CH2:24][CH2:25]2)[n:5][cH:6][c:7]1[NH:8][CH:9]1[CH:10]([CH3:18])[CH:11]2[C:12]([CH3:16])([CH3:17])[CH:13]([CH2:14]1)[CH2:15]2. Starting materials: C(C)N1CCC(CC1)=O (1-ethyl-4-piperidone), CNC (dimethylamine). The product is C(C)N1CC=C(CC1)N(C)C (1-ethyl-4-dimethylamino-1,2,5,6-tetrahydropyridine). Isolated yield 73.5%. As a reaction SMILES: [CH2:1]([N:3]1[CH2:8][CH2:7][C:6](=O)[CH2:5][CH2:4]1)[CH3:2].[CH3:10][NH:11][CH3:12]>>[CH2:1]([N:3]1[CH2:8][CH2:7][C:6]([N:11]([CH3:12])[CH3:10])=[CH:5][CH2:4]1)[CH3:2]. Procedure: The respective starting substance is prepared from 90 g of 1-ethyl-4-piperidone with dimethylamine gas introduced into the reaction mixture on three subsequent days for a total 20 hours introduction time as described in Example 1, 1-ethyl-4-dimethylamino-1,2,5,6-tetrahydropyridine is obtained with a yield of 73.5%, bp.: 90°-93° C./1.47 kPa; nD20 =1.4931.